The task is: describe an organic reaction: reactants, conditions, products, and yield. This data is from the Open Reaction Database (ORD), a public repository of structured organic reaction records. The reactants are NC=1C=CC(=NC1)Br (5-amino-2-bromopyridine), CC(CCC(C)=O)=O (hexane-2,5-dione). Reagents/catalysts: C1(=CC=C(C=C1)S(=O)(=O)O)C (p-toluenesulfonic acid). Run in C1(=CC=CC=C1)C (toluene). Yields the product BrC1=NC=C(C=C1)N1C(=CC=C1C)C (2-bromo-5-(2,5-dimethyl-1H-pyrrol-1-yl)pyridine). Yield: 75.1%. As a reaction SMILES: [NH2:1][C:2]1[CH:3]=[CH:4][C:5]([Br:8])=[N:6][CH:7]=1.[CH3:9][C:10](=O)[CH2:11][CH2:12][C:13](=O)[CH3:14]>C1(C)C=CC(S(O)(=O)=O)=CC=1.C1(C)C=CC=CC=1>[Br:8][C:5]1[CH:4]=[CH:3][C:2]([N:1]2[C:13]([CH3:14])=[CH:12][CH:11]=[C:10]2[CH3:9])=[CH:7][N:6]=1. Procedure: To a 25 mL round bottom flask was added 5-amino-2-bromopyridine (600 mg, 3.5 mmol, 1.0 equiv), hexane-2,5-dione (420 mg, 4.2 mmol, 1.2 equiv), p-toluenesulfonic acid (5 mg), and toluene (3.5 mL). A Dean-Stark trap was fitted on top of the round bottom flask and the reaction mixture was heated to reflux for 2 h. The reaction was then concentrated and purified by silica gel column chromatography (5% ethyl acetate/hexanes) to give 660 mg (76%) of 2-bromo-5-(2,5-dimethyl-1H-pyrrol-1-yl)pyridine. Starting materials: ClC1=C(N2N=C3C(=C2N=C1C)CN(C3)C(=O)C3=C(C=C(C=C3)F)O[C@H]3CNCC3)C ((6-chloro-5,7-dimethyl-1H,3H-2,4,7a,8-tetraaza-cyclopenta[a]inden-2-yl)-[4-fluoro-2-((R)-pyrrolidin-3-yloxy)-phenyl]-methanone), O1CC(C1)=O (3-oxetanone), C(C)(=O)O[BH-](OC(C)=O)OC(C)=O.[Na+] (sodium triacetoxyborohydride). Run in ClCCCl (DCE), C(Cl)Cl (DCM). Yields the product ClC1=C(N2N=C3C(=C2N=C1C)CN(C3)C(=O)C3=C(C=C(C=C3)F)O[C@H]3CN(CC3)C3COC3)C ((6-chloro-5,7-dimethyl-1H,3H-2,4,7a,8-tetraaza-cyclopenta[a]inden-2-yl)-[4-fluoro-2-((R)-1-oxetan-3-yl-pyrrolidin-3-yloxy)-phenyl]-methanone). The yield is 32.3%. As a reaction SMILES: [Cl:1][C:2]1[C:10]([CH3:11])=[N:9][C:8]2[N:4]([N:5]=[C:6]3[CH2:14][N:13]([C:15]([C:17]4[CH:22]=[CH:21][C:20]([F:23])=[CH:19][C:18]=4[O:24][C@@H:25]4[CH2:29][CH2:28][NH:27][CH2:26]4)=[O:16])[CH2:12][C:7]3=2)[C:3]=1[CH3:30].[O:31]1[CH2:34][C:33](=O)[CH2:32]1.C(O[BH-](OC(=O)C)OC(=O)C)(=O)C.[Na+]>ClCCCl.C(Cl)Cl>[Cl:1][C:2]1[C:10]([CH3:11])=[N:9][C:8]2[N:4]([N:5]=[C:6]3[CH2:14][N:13]([C:15]([C:17]4[CH:22]=[CH:21][C:20]([F:23])=[CH:19][C:18]=4[O:24][C@@H:25]4[CH2:29][CH2:28][N:27]([CH:33]5[CH2:34][O:31][CH2:32]5)[CH2:26]4)=[O:16])[CH2:12][C:7]3=2)[C:3]=1[CH3:30] |f:2.3|. Procedure: A mixture of Example 80 (150 mg; 0.35 mmol; 1 eq.), 3-oxetanone (38 mg; 0.52 mmol; 1.5 eq.) and sodium triacetoxyborohydride (74 mg; 0.35 mmol; 1 eq.) in DCE (4 mL) was stirred at 50° C. for 16 hours. The reaction mixture was diluted with DCM, washed with 0.1M NaOH, dried over magnesium sulfate and concentrated in vacuo. Purification by mass directed preparative HPLC afforded the title compound (55 mg, 41%) as white foam. 1H NMR (DMSO-d6) δ 7.41-7.31 (m, 1H), 7.01 (dd, J=11.5, 2.2 Hz, 1H), 6.88 ... Starting materials: BrC1=C(C=CC=C1)C1CCCCC1 (1-bromo-2-cyclohexyl-benzene), CsCO3, C(N)(OC(C)(C)C)=O (tert-Butyl carbamate). The reagents and catalysts are CC(=O)[O-].CC(=O)[O-].[Pd+2] (Pd(OAc)2). Run in O1CCOCC1 (dioxane). Run at temperature 80 celsius. Product: C(C)(C)(C)OC(NC1=C(C=CC=C1)C1CCCCC1)=O ((2-cyclohexylphenyl)-carbamic acid tert-butyl ester). RXN SMILES: Br[C:2]1[CH:7]=[CH:6][CH:5]=[CH:4][C:3]=1[CH:8]1[CH2:13][CH2:12][CH2:11][CH2:10][CH2:9]1.[C:14](=[O:21])([O:16][C:17]([CH3:20])([CH3:19])[CH3:18])[NH2:15]>O1CCOCC1.CC([O-])=O.CC([O-])=O.[Pd+2]>[C:17]([O:16][C:14](=[O:21])[NH:15][C:2]1[CH:7]=[CH:6][CH:5]=[CH:4][C:3]=1[CH:8]1[CH2:13][CH2:12][CH2:11][CH2:10][CH2:9]1)([CH3:20])([CH3:19])[CH3:18] |f:3.4.5|. Procedure: To a solution of 1-bromo-2-cyclohexyl-benzene (5 mmol) in dioxane (20 mL) was added solid Pd(OAc)2 (0.1 g) and solid CsCO3 (10 mmol). tert-Butyl carbamate (7 mmol) was added to the reaction mixture, and the contents were heated at 80° C. for 2 h. The reaction mixture was cooled to room temperature and filtered through Celite. The solvent was removed in vacuo and the residue obtained was purified by flash column chromatography using DCM as eluant to yield (2-cyclohexylphenyl)-carbamic acid tert-b... Reactants: C(CCC(=O)[O-])(=O)[O-] (succinate), N1=CC=CC=C1.C(C)#N (pyridine acetonitrile), C1(CCC(=O)O1)=O (succinic anhydride). The reagents and catalysts are CN(C)C=1C=CN=CC1 (DMAP). Yields the product CC(N=C=NC(C)C)C.CN(C)C=1C=CN=CC1 (DIC DMAP). Reaction SMILES: [C:1]([O-])(=O)[CH2:2][CH2:3][C:4]([O-])=O.[C:9]1(=O)OC(=O)[CH2:11][CH2:10]1.[N:16]1[CH:21]=[CH:20][CH:19]=[CH:18][CH:17]=1.[C:22](#[N:24])C>CN(C1C=CN=CC=1)C>[CH3:9][CH:10]([CH3:11])[N:24]=[C:21]=[N:16][CH:3]([CH3:4])[CH3:2].[CH3:1][N:24]([C:19]1[CH:18]=[CH:17][N:16]=[CH:21][CH:20]=1)[CH3:22] |f:2.3,5.6|. Procedure details: 1,3,5-Pentanetriol linker derivatized CPG 10 and OligoPrep 11 were prepared starting from the commercially available diethyl 3-hydroxy glutarate 6 (Scheme 2). Reduction of 6 with LiAlH4 yielded 1,3,5-pentanetriol 7 in quantitative yield. The triol 7 was then selectively protected with DMTCl in the presence of DMAP to afford bis-DMT protected alcohol 8, which was then successfully converted into succinate 9, which is ready to load on to the solid support, by treating with succinic anhydride in th... Reactants: C1(CC1)S(=O)(=O)C1=CC=C(C=C1)C(C(CCC(=O)C=1SC(=CN1)COCCOC)=O)CC1CCOCC1 (5-[4-(cyclopropylsulfonyl)phenyl]-1-[5-[(2-methoxyethoxy)methyl]-1,3-thiazol-2-yl]-6-(tetrahydro-2H-pyran-4-yl)hexane-1,4-dione), C(C)(=O)[O-].[NH4+] (ammonium acetate), [OH-].[Na+] (sodium hydroxide). The solvent is C(C)(=O)O (acetic acid). Run at temperature 100 celsius, time 2 hour. The product is C1(CC1)S(=O)(=O)C1=CC=C(C=C1)C(CC1CCOCC1)C1=CC=C(N1)C=1SC(=CN1)COCCOC (2-(5-[1-[4-(cyclopropylsulfonyl)phenyl]-2-(tetrahydro-2H-pyran-4-yl)ethyl]-1H-pyrrol-2-yl)-5-[(2-methoxyethoxy)methyl]-1,3-thiazole). Isolated yield 93.6%. As a reaction SMILES: [CH:1]1([S:4]([C:7]2[CH:12]=[CH:11][C:10]([CH:13]([CH2:31][CH:32]3[CH2:37][CH2:36][O:35][CH2:34][CH2:33]3)[C:14](=O)[CH2:15][CH2:16][C:17]([C:19]3[S:20][C:21]([CH2:24][O:25][CH2:26][CH2:27][O:28][CH3:29])=[CH:22][N:23]=3)=O)=[CH:9][CH:8]=2)(=[O:6])=[O:5])[CH2:3][CH2:2]1.C([O-])(=O)C.[NH4+:42].[OH-].[Na+]>C(O)(=O)C>[CH:1]1([S:4]([C:7]2[CH:12]=[CH:11][C:10]([CH:13]([C:14]3[NH:42][C:17]([C:19]4[S:20][C:21]([CH2:24][O:25][CH2:26][CH2:27][O:28][CH3:29])=[CH:22][N:23]=4)=[CH:16][CH:15]=3)[CH2:31][CH:32]3[CH2:37][CH2:36][O:35][CH2:34][CH2:33]3)=[CH:9][CH:8]=2)(=[O:5])=[O:6])[CH2:2][CH2:3]1 |f:1.2,3.4|. Reported procedure: A mixture of 5-[4-(cyclopropylsulfonyl)phenyl]-1-[5-[(2-methoxyethoxy)methyl]-1,3-thiazol-2-yl]-6-(tetrahydro-2H-pyran-4-yl)hexane-1,4-dione (0.52 g), ammonium acetate (0.55 g) and acetic acid (6 mL) was stirred at 100° C. for 2 hr. The reaction mixture was neutralized with 8M aqueous sodium hydroxide solution, and extracted with ethyl acetate. The ethyl acetate layer was washed with saturated brine, dried (MgSO4) and concentrated. The residue was subjected to silica gel column chromatography, a... Starting materials: C(=O)(N1C=NC=C1)N1C=NC=C1 (1,1'-carbonyl-diimidazole), C(CC[C@@H](C(=O)O)NC(=O)C1=CC=C(NC[C@H]2CNC=3N=C(N)NC(=O)C3N2)C=C1)(=O)O ((6S)-tetrahydrofolic acid), C(=O)O (formic acid). The solvent is CN(C=O)C (N,N-dimethyl-formamide). The product is C(=O)N1C=2C(NC(=NC2NC[C@@H]1CNC1=CC=C(C(N[C@@H](CCC(=O)O)C(=O)O)=O)C=C1)N)=O (N5-Formyl-(6S)-tetrahydrofolic acid). As a reaction SMILES: [C:1](N1C=CN=C1)(N1C=CN=C1)=[O:2].[C:13]([OH:44])(=[O:43])[CH2:14][CH2:15][C@H:16]([NH:20][C:21]([C:23]1[CH:42]=[CH:41][C:26]([NH:27][CH2:28][C@@H:29]2[NH:40][C:39]3[C:37](=[O:38])[NH:36][C:34]([NH2:35])=[N:33][C:32]=3[NH:31][CH2:30]2)=[CH:25][CH:24]=1)=[O:22])[C:17]([OH:19])=[O:18].C(O)=O>CN(C)C=O>[CH:1]([N:40]1[C@@H:29]([CH2:28][NH:27][C:26]2[CH:25]=[CH:24][C:23]([C:21](=[O:22])[NH:20][C@H:16]([C:17]([OH:19])=[O:18])[CH2:15][CH2:14][C:13]([OH:44])=[O:43])=[CH:42][CH:41]=2)[CH2:30][NH:31][C:32]2[N:33]=[C:34]([NH2:35])[NH:36][C:37](=[O:38])[C:39]1=2)=[O:2]. Procedure details: The method of claim 1 wherein said treating comprises adding 1,1'-carbonyl-diimidazole to a solution of (6S)-tetrahydrofolic acid and formic acid in substantially dry N,N-dimethyl-formamide, whereby N5-Formyl-(6S)-tetrahydrofolic acid is produced.